From a dataset of the Open Reaction Database (ORD), a public repository of structured organic reaction records. describe an organic reaction: reactants, conditions, products, and yield Starting materials: C=1C=CC2=C(C1)N=NN2O (HOBt), O=C(CC(=O)O)N1CCN(CC1)C(C1=C(C=CC=C1)C(F)(F)F)=O (3-oxo-3-[4-(2-trifluoromethyl-benzoyl)-piperazin-1-yl]-propionic acid), C1(=CC=CC=C1)C1=CC=C(C=N1)N (6-phenyl-pyridin-3-ylamine), CCN=C=NCCCN(C)C.Cl (EDCI.HCl). The reagents and catalysts are CN(C)C=1C=CN=CC1 (DMAP). Run in CN(C)C=O (DMF), O (water). Reaction conditions: temperature 10 celsius, time 8 hour. The product is O=C(CC(=O)NC=1C=NC(=CC1)C1=CC=CC=C1)N1CCN(CC1)C(C1=C(C=CC=C1)C(F)(F)F)=O (3-oxo-N-(6-phenyl-pyridin-3-yl)-3-[4-(2-trifluoromethyl-benzoyl)-piperazin-1-yl]-propionamide). Isolated yield 25.0%. As a reaction SMILES: C1C=CC2N(O)N=NC=2C=1.[O:11]=[C:12]([N:17]1[CH2:22][CH2:21][N:20]([C:23](=[O:34])[C:24]2[CH:29]=[CH:28][CH:27]=[CH:26][C:25]=2[C:30]([F:33])([F:32])[F:31])[CH2:19][CH2:18]1)[CH2:13][C:14]([OH:16])=O.CCN=C=NCCCN(C)C.Cl.[C:47]1([C:53]2[N:58]=[CH:57][C:56]([NH2:59])=[CH:55][CH:54]=2)[CH:52]=[CH:51][CH:50]=[CH:49][CH:48]=1>CN(C1C=CN=CC=1)C.CN(C=O)C.O>[O:11]=[C:12]([N:17]1[CH2:18][CH2:19][N:20]([C:23](=[O:34])[C:24]2[CH:29]=[CH:28][CH:27]=[CH:26][C:25]=2[C:30]([F:33])([F:32])[F:31])[CH2:21][CH2:22]1)[CH2:13][C:14]([NH:59][C:56]1[CH:57]=[N:58][C:53]([C:47]2[CH:52]=[CH:51][CH:50]=[CH:49][CH:48]=2)=[CH:54][CH:55]=1)=[O:16] |f:2.3|. Procedure: HOBt (48 mg, 0.35 mmol) and DMAP (54 mg, 0.44 mmol) were added to a stirred solution of 3-oxo-3-[4-(2-trifluoromethyl-benzoyl)-piperazin-1-yl]-propionic acid (100 mg, 0.29 mmol) in DMF (2 mL). The reaction mixture was cooled to 10° C. and EDCI.HCl (67 mg, 0.35 mmol) followed by 6-phenyl-pyridin-3-ylamine (50 mg, 0.29 mmol) were added. The reaction mixture was stirred at the room temperature overnight then diluted with water and the product extracted with ethyl acetate. The organic layer was wash... Starting materials: NC=1N=NN(N1)CC (5-amino-2-ethyl-2H-tetrazole), COC1=CC=2C(C3=CC=CC=C3OC2C=C1)C(=O)Cl ((RS)-2-methoxy-9H-xanthene-9-carbonyl chloride). Product: C(C)N1N=C(N=N1)NC(=O)C1C2=CC=CC=C2OC=2C=CC(=CC12)OC ((RS)-2-Methoxy-9H-xanthene-9-carboxylic acid (2-ethyl-2H-tetrazol-5-yl)-amide). Reaction SMILES: [NH2:1][C:2]1[N:3]=[N:4][N:5]([CH2:7][CH3:8])[N:6]=1.[CH3:9][O:10][C:11]1[CH:24]=[CH:23][C:22]2[O:21][C:20]3[C:15](=[CH:16][CH:17]=[CH:18][CH:19]=3)[CH:14]([C:25](Cl)=[O:26])[C:13]=2[CH:12]=1>>[CH2:7]([N:5]1[N:4]=[N:3][C:2]([NH:1][C:25]([CH:14]2[C:13]3[CH:12]=[C:11]([O:10][CH3:9])[CH:24]=[CH:23][C:22]=3[O:21][C:20]3[C:15]2=[CH:16][CH:17]=[CH:18][CH:19]=3)=[O:26])=[N:6]1)[CH3:8]. Procedure: The title compound, white solid, m.p. 208-210° C. (dec.) and MS: (pos. ions): m/e=352.3 (M++H) was prepared in accordance with the general method of example 1 from 5-amino-2-ethyl-2H-tetrazole and (RS)-2-methoxy-9H-xanthene-9-carbonyl chloride. Reactants: ClCc1cccc2c(-c3ccc(Br)cc3)nccc12, O=C([O-])O, CCOC(C)=O, CS(C)=O, [Na+], N#C[Na]. Product: N#CCc1cccc2c(-c3ccc(Br)cc3)nccc12. As a reaction SMILES: [Br:8][c:9]1[cH:10][cH:11][c:12](-[c:15]2[n:16][cH:17][cH:18][c:19]3[c:20]([CH2:25][Cl:26])[cH:21][cH:22][cH:23][c:24]23)[cH:13][cH:14]1.[C:27](=[O:28])([OH:29])[O-:30].[CH3:32][CH2:33][O:34][C:35](=[O:36])[CH3:37].[CH3:4][S:5]([CH3:6])=[O:7].[Na+:31].[Na:1][C:2]#[N:3]>>[C:2](#[N:3])[CH2:25][c:20]1[c:19]2[cH:18][cH:17][n:16][c:15](-[c:12]3[cH:11][cH:10][c:9]([Br:8])[cH:14][cH:13]3)[c:24]2[cH:23][cH:22][cH:21]1. The solvent is CCOCC (ether), C(Cl)Cl (methylene chloride). Starting materials: C1(=CC=CC=C1)C12CNCC2C1 (1-phenyl-3-azabicyclo[3.1.0]hexane), N1=CC=CC=C1 (pyridine), C(C)(=O)OC(C)=O (acetic anhydride). As a reaction SMILES: [C:1]1([C:7]23[CH2:12][CH:11]2[CH2:10][NH:9][CH2:8]3)[CH:6]=[CH:5][CH:4]=[CH:3][CH:2]=1.N1C=CC=CC=1.[C:19](OC(=O)C)(=[O:21])[CH3:20]>CCOCC.C(Cl)Cl>[C:19]([N:9]1[CH2:10][CH:11]2[C:7]([C:1]3[CH:2]=[CH:3][CH:4]=[CH:5][CH:6]=3)([CH2:12]2)[CH2:8]1)(=[O:21])[CH3:20]. Reaction conditions: time 8 hour. Product: C(C)(=O)N1CC2(CC2C1)C1=CC=CC=C1 (3-Acetyl-1-phenyl-3-azabicyclo[3.1.0]hexane). Procedure: To 15.9 g. of 1-phenyl-3-azabicyclo[3.1.0]hexane in 20 ml. of pyridine is added 20 ml. of acetic anhydride. The mixture is allowed to stand overnight at room temperature and then evaporated to give an oil. This oil is dissolved in a mixture of ether and methylene chloride, washed with dilute hydrochloric acid and then sodium bicarbonate and dried over magnesium sulfate and evaporated to a pale amber liquid. This liquid is crystallized from hexane to give the product, mp 63°-65° C. As a reaction SMILES: [CH2:50]1[O:51][CH2:52][CH2:53][CH2:54]1.[CH3:27][CH:28]([CH2:29][CH:30]([CH3:31])[OH:32])[OH:33].[CH3:34][O:35][CH2:36][CH2:37][O:38][C:39]([N:40]=[N:41][C:42]([O:43][CH2:44][CH2:45][O:46][CH3:47])=[O:48])=[O:49].[OH2:55].[OH:1][c:2]1[cH:3][cH:4][cH:5][cH:6][cH:7]1.[c:8]1([P:9]([c:10]2[cH:11][cH:12][cH:13][cH:14][cH:15]2)[c:16]2[cH:17][cH:18][cH:19][cH:20][cH:21]2)[cH:22][cH:23][cH:24][cH:25][cH:26]1>>[O:1]([c:2]1[cH:3][cH:4][cH:5][cH:6][cH:7]1)[CH:28]([CH3:27])[CH2:29][CH:30]([CH3:31])[OH:32]. Product: CC(O)CC(C)Oc1ccccc1. Starting materials: C1CCOC1, CC(O)CC(C)O, COCCOC(=O)N=NC(=O)OCCOC, O, Oc1ccccc1, c1ccc(P(c2ccccc2)c2ccccc2)cc1. Reactants: BrC=1C(=NNC1C)C (4-Bromo-3,5-dimethyl-1H-pyrazole), O=S1(CCC(CC1)C1=CNC2=C(C=C(C=C12)B1OC(C(O1)(C)C)(C)C)C(=O)N)=O (3-(1,1-dioxidotetrahydro-2H-thiopyran-4-yl)-5-(4,4,5,5-tetramethyl-1,3,2-dioxaborolan-2-yl)-1H-indole-7-carboxamide), C(=O)([O-])[O-].[K+].[K+] (K2CO3). Reagents/catalysts: C1=CC=C(C=C1)P([C-]2C=CC=C2)C3=CC=CC=C3.C1=CC=C(C=C1)P([C-]2C=CC=C2)C3=CC=CC=C3.Cl[Pd]Cl.[Fe+2] (PdCl2(dppf)). The solvent is O1CCOCC1.O (1,4-dioxane water). Reaction conditions: temperature 120 celsius. The product is CC1=NNC(=C1C=1C=C2C(=CNC2=C(C1)C(=O)N)C1CCS(CC1)(=O)=O)C (5-(3,5-Dimethyl-1H-pyrazol-4-yl)-3-(1,1-dioxidotetrahydro-2H-thiopyran-4-yl)-1H-indole-7-carboxamide). Isolated yield 10.8%. Reaction SMILES: Br[C:2]1[C:3]([CH3:8])=[N:4][NH:5][C:6]=1[CH3:7].[O:9]=[S:10]1(=[O:37])[CH2:15][CH2:14][CH:13]([C:16]2[C:24]3[C:19](=[C:20]([C:34]([NH2:36])=[O:35])[CH:21]=[C:22](B4OC(C)(C)C(C)(C)O4)[CH:23]=3)[NH:18][CH:17]=2)[CH2:12][CH2:11]1.C([O-])([O-])=O.[K+].[K+]>C1C=CC(P(C2C=CC=CC=2)[C-]2C=CC=C2)=CC=1.C1C=CC(P(C2C=CC=CC=2)[C-]2C=CC=C2)=CC=1.Cl[Pd]Cl.[Fe+2].O1CCOCC1.O>[CH3:8][C:3]1[C:2]([C:22]2[CH:23]=[C:24]3[C:19](=[C:20]([C:34]([NH2:36])=[O:35])[CH:21]=2)[NH:18][CH:17]=[C:16]3[CH:13]2[CH2:12][CH2:11][S:10](=[O:9])(=[O:37])[CH2:15][CH2:14]2)=[C:6]([CH3:7])[NH:5][N:4]=1 |f:2.3.4,5.6.7.8,9.10|. Reported procedure: 4-Bromo-3,5-dimethyl-1H-pyrazole (35 mg, 0.2 mmol), 3-(1,1-dioxidotetrahydro-2H-thiopyran-4-yl)-5-(4,4,5,5-tetramethyl-1,3,2-dioxaborolan-2-yl)-1H-indole-7-carboxamide (30 mg, 0.072 mmol) and K2CO3 (50 mg, 0.36 mmol) was taken up in a 3:1 mixture of 1,4-dioxane/water (2 mL) in a microwave vial. The mixture was degassed by bubbling argon through it for 5 min. PdCl2(dppf) (8 mg, 0.011 mmol) was added, and the reaction was heated in a microwave for 10 min at 120° C. The reaction mixture was concent...